From a dataset of the Open Reaction Database (ORD), a public repository of structured organic reaction records. describe an organic reaction: reactants, conditions, products, and yield Starting materials: [OH-].[Na+] (sodium hydroxide), C(C)(=O)OC1=C(C=CC=C1)C(=O)N1CCC(CC1)N1N=C(C(C1=O)(C)C)C1=CC(=C(C=C1)OC)OC (2-({4-[3-(3,4-Dimethoxyphenyl)-4,4-dimethyl-5-oxo-4,5-dihydro-1H-pyrazol-1-yl]piperidin-1-yl}carbonyl)phenyl acetate), Cl (hydrochloric acid). Solvent: C1CCOC1 (THF). Conditions: time 1 hour. Product: COC=1C=C(C=CC1OC)C=1C(C(N(N1)C1CCN(CC1)C(=O)C1=C(C=CC=C1)O)=O)(C)C (5-(3,4-Dimethoxyphenyl)-2-{1-[(2-hydroxyphenyl)carbonyl]piperidin-4-yl}-4,4-dimethyl-2,4-dihydro-3H-pyrazol-3-one). As a reaction SMILES: C([O:4][C:5]1[CH:10]=[CH:9][CH:8]=[CH:7][C:6]=1[C:11]([N:13]1[CH2:18][CH2:17][CH:16]([N:19]2[C:23](=[O:24])[C:22]([CH3:26])([CH3:25])[C:21]([C:27]3[CH:32]=[CH:31][C:30]([O:33][CH3:34])=[C:29]([O:35][CH3:36])[CH:28]=3)=[N:20]2)[CH2:15][CH2:14]1)=[O:12])(=O)C.[OH-].[Na+].Cl>C1COCC1>[CH3:36][O:35][C:29]1[CH:28]=[C:27]([C:21]2[C:22]([CH3:26])([CH3:25])[C:23](=[O:24])[N:19]([CH:16]3[CH2:17][CH2:18][N:13]([C:11]([C:6]4[CH:7]=[CH:8][CH:9]=[CH:10][C:5]=4[OH:4])=[O:12])[CH2:14][CH2:15]3)[N:20]=2)[CH:32]=[CH:31][C:30]=1[O:33][CH3:34] |f:1.2|. Reported procedure: 17 g 2-({4-[3-(3,4-Dimethoxyphenyl)-4,4-dimethyl-5-oxo-4,5-dihydro-1H-pyrazol-1-yl]piperidin-1-yl}carbonyl)phenyl acetate (compound described in example 93) are dissolved in 200 ml THF, 200 ml of 2 M methanolic sodium hydroxide solution are added, and the reaction mixture is stirred at RT for 1 h until the reaction is completed according to TLC analysis. The reaction mixture is acidified with concentrated aqueous hydrochloric acid, and the solvents are largely removed under reduced pressure, whi... The product is CSC1=NC=CC(=N1)N1C=NC2=C1C=CC(=C2)I (2-Methylthio-4-[5-iodobenzimidazol-1-yl]pyrimidine). As a reaction SMILES: [CH3:1][S:2][C:3]1[N:8]=[C:7]([N:9]2[C:13]3[CH:14]=[CH:15][C:16](N)=[CH:17][C:12]=3[N:11]=[CH:10]2)[CH:6]=[CH:5][N:4]=1.C(ON=O)CC(C)C.[I:27]CI>>[CH3:1][S:2][C:3]1[N:8]=[C:7]([N:9]2[C:13]3[CH:14]=[CH:15][C:16]([I:27])=[CH:17][C:12]=3[N:11]=[CH:10]2)[CH:6]=[CH:5][N:4]=1. Conditions: temperature 100 celsius. Reported procedure: 2-Methylthio-4-[5-aminobenzimidazol-1-yl]pyrimidine (EXAMPLE 3, 513 mg) was dissolved in diiodomethane (5 mL), isoamylnitrite (0.32 mL) was added and the resulting solution was heated to 100° C. for 30 minutes. Upon cooling to rt, the reaction mixture was directly purified by column chromatography (SiO2, 5% MeOH in CH2Cl2) to yield 342 mg of the title compound. Mass spectrum 371.1 (ESI) (M+). Starting materials: CSC1=NC=CC(=N1)N1C=NC2=C1C=CC(=C2)N (2-Methylthio-4-[5-aminobenzimidazol-1-yl]pyrimidine), ICI (diiodomethane), C(CC(C)C)ON=O (isoamylnitrite).